The task is: describe an organic reaction: reactants, conditions, products, and yield. This data is from the Open Reaction Database (ORD), a public repository of structured organic reaction records. The reactants are BrC1=C(C=C(C=C1)O[Si](C)(C)C(C)(C)C)CC(C#N)(C)C (3-(2-bromo-5-((tert-butyl(dimethyl)silyl)oxy)phenyl)-2,2-dimethylpropanenitrile), FC1=C(C=C(C=C1)OC)B(O)O (2-fluoro-5-methoxyphenylboronic acid), C1(CCCCC1)P(C1=C(C=CC=C1)C1=C(C=CC=C1OC)OC)C1CCCCC1 (2-dicyclohexylphosphino-2′,6′-dimethoxybiphenyl), C([O-])([O-])=O.[Na+].[Na+] (sodium carbonate). Reagents/catalysts: C=1C=CC(=CC1)/C=C/C(=O)/C=C/C2=CC=CC=C2.C=1C=CC(=CC1)/C=C/C(=O)/C=C/C2=CC=CC=C2.C=1C=CC(=CC1)/C=C/C(=O)/C=C/C2=CC=CC=C2.[Pd].[Pd] (tris(dibenzylideneacetone)dipalladium(0)). Run in C1(=CC=CC=C1)C (toluene). Conditions: temperature 90 celsius, time 3 hour. The product is [Si](C)(C)(C(C)(C)C)OC1=CC(=C(C=C1)C1=C(C=CC(=C1)OC)F)CC(C#N)(C)C (3-(4-((tert-butyl(dimethyl)silyl)oxy)-2′-fluoro-5′-methoxybiphenyl-2-yl)-2,2-dimethylpropanenitrile), crude product. RXN SMILES: Br[C:2]1[CH:7]=[CH:6][C:5]([O:8][Si:9]([C:12]([CH3:15])([CH3:14])[CH3:13])([CH3:11])[CH3:10])=[CH:4][C:3]=1[CH2:16][C:17]([CH3:21])([CH3:20])[C:18]#[N:19].[F:22][C:23]1[CH:28]=[CH:27][C:26]([O:29][CH3:30])=[CH:25][C:24]=1B(O)O.C1(P(C2CCCCC2)C2C=CC=CC=2C2C(OC)=CC=CC=2OC)CCCCC1.C(=O)([O-])[O-].[Na+].[Na+]>C1(C)C=CC=CC=1.C1C=CC(/C=C/C(/C=C/C2C=CC=CC=2)=O)=CC=1.C1C=CC(/C=C/C(/C=C/C2C=CC=CC=2)=O)=CC=1.C1C=CC(/C=C/C(/C=C/C2C=CC=CC=2)=O)=CC=1.[Pd].[Pd]>[Si:9]([O:8][C:5]1[CH:6]=[CH:7][C:2]([C:24]2[CH:25]=[C:26]([O:29][CH3:30])[CH:27]=[CH:28][C:23]=2[F:22])=[C:3]([CH2:16][C:17]([CH3:21])([CH3:20])[C:18]#[N:19])[CH:4]=1)([C:12]([CH3:15])([CH3:14])[CH3:13])([CH3:11])[CH3:10] |f:3.4.5,7.8.9.10.11|. Procedure details: Under a nitrogen atmosphere, to a solution of 3-(2-bromo-5-((tert-butyl(dimethyl)silyl)oxy)phenyl)-2,2-dimethylpropanenitrile (903 mg), 2-fluoro-5-methoxyphenylboronic acid (621 mg), tris(dibenzylideneacetone)dipalladium(0) (45 mg) and 2-dicyclohexylphosphino-2′,6′-dimethoxybiphenyl (79 mg) in toluene (10 mL) was added 2.0 M aqueous sodium carbonate solution (3.7 mL), and the mixture was stirred at 90° C. for 3 hr. The reaction mixture was filtered through celite, water was added to the filtrate... Starting materials: CS(=O)(=O)N (methanesulfonamide), N1(CCC1)S(=O)(=O)N (azetidine-1-sulfonamide), C(#N)C1(C2CC3CC(CC1C3)C2)COC2=CC(=C(C(=O)O)C=C2C2CC2)F (4-((2-cyanoadamantan-2-yl)methoxy)-5-cyclopropyl-2-fluorobenzoic acid), C1(CC1)C=1C(=CC(=C(C(=O)O)C1)F)OCC1(CCCCC1)C(F)F (5-cyclopropyl-4-((1-(difluoromethyl)cyclohexyl)-methoxy)-2-fluorobenzoic acid). The product is N1(CCC1)S(=O)(=O)NC(C1=C(C=C(C(=C1)C1CC1)OCC1(CCCCC1)C(F)F)F)=O (N-(azetidin-1-ylsulfonyl)-5-cyclopropyl-4-((1-(difluoromethyl)-cyclohexyl)methoxy)-2-fluorobenzamide), oil. The yield is 79.0%. RXN SMILES: C(C1(COC2C(C3CC3)=CC(C(O)=O)=C(F)C=2)C2CC3CC(CC1C3)C2)#N.[CH:28]1([C:31]2[C:32]([O:41][CH2:42][C:43]3([CH:49]([F:51])[F:50])[CH2:48][CH2:47][CH2:46][CH2:45][CH2:44]3)=[CH:33][C:34]([F:40])=[C:35]([CH:39]=2)[C:36]([OH:38])=O)[CH2:30][CH2:29]1.CS(N)(=O)=O.[N:57]1([S:61]([NH2:64])(=[O:63])=[O:62])[CH2:60][CH2:59][CH2:58]1>>[N:57]1([S:61]([NH:64][C:36](=[O:38])[C:35]2[CH:39]=[C:31]([CH:28]3[CH2:29][CH2:30]3)[C:32]([O:41][CH2:42][C:43]3([CH:49]([F:50])[F:51])[CH2:48][CH2:47][CH2:46][CH2:45][CH2:44]3)=[CH:33][C:34]=2[F:40])(=[O:63])=[O:62])[CH2:60][CH2:59][CH2:58]1. Procedure details: Following the procedure as described in Example 332 Step 7 and making non-critical variations to replace 4-((2-cyanoadamantan-2-yl)methoxy)-5-cyclopropyl-2-fluorobenzoic acid with 5-cyclopropyl-4-((1-(difluoromethyl)cyclohexyl)-methoxy)-2-fluorobenzoic acid, and to replace methanesulfonamide with azetidine-1-sulfonamide, the title compound was obtained as a yellow oil (0.085 g, 79%): 1H NMR (300 MHz, DMSO-d6) δ11.64 (s, 1H), 7.17-7.10 (m, 2H), 6.04 (t, J=56.4 Hz, 1H), 4.14 (s, 2H), 4.05 (t, J=7.... Starting materials: S1C(=CC=C1)CC(=O)NC1[C@@H]2N(C(=C(CS2)C(C)=O)C(=O)OC(C2=CC=CC=C2)C2=CC=CC=C2)C1=O (benzhydryl 7-(2-thienylacetamido)-3-acetyl-3-cephem-4-carboxylate), ester, C1(=CC=CC=C1)OC (anisole), FC(C(=O)O)(F)F (trifluoroacetic acid). The solvent is CCCCCCC (n-heptane). Reaction conditions: temperature 5 celsius. Product: S1C(=CC=C1)CC(=O)NC1[C@@H]2N(C(=C(CS2)C(C)=O)C(=O)O)C1=O (7-(2-Thienylacetamido)-3-acetyl-3-cephem-4-carboxylic acid). Reaction SMILES: [S:1]1[CH:5]=[CH:4][CH:3]=[C:2]1[CH2:6][C:7]([NH:9][CH:10]1[C:36](=[O:37])[N:12]2[C:13]([C:20]([O:22]C(C3C=CC=CC=3)C3C=CC=CC=3)=[O:21])=[C:14]([C:17](=[O:19])[CH3:18])[CH2:15][S:16][C@H:11]12)=[O:8].C1(OC)C=CC=CC=1.FC(F)(F)C(O)=O>CCCCCCC>[S:1]1[CH:5]=[CH:4][CH:3]=[C:2]1[CH2:6][C:7]([NH:9][CH:10]1[C:36](=[O:37])[N:12]2[C:13]([C:20]([OH:22])=[O:21])=[C:14]([C:17](=[O:19])[CH3:18])[CH2:15][S:16][C@H:11]12)=[O:8]. Reported procedure: To a cooled (5° C.) stirred slurry of 0.100 g. of benzhydryl 7-(2-thienylacetamido)-3-acetyl-3-cephem-4-carboxylate in 1 ml. of anisole was added 1 ml. of cold trifluoroacetic acid. The ester immediately dissolved. The resulting colorless solution was stirred with cooling for 20 minutes after which time approximately 40 ml. of n-heptane was added. The resulting solution was evaporated in vacuo to a low volume causing the precipitation of a white solid. The solid was filtered from the mixture and...